Dataset: the Open Reaction Database (ORD), a public repository of structured organic reaction records. Task: describe an organic reaction: reactants, conditions, products, and yield The reactants are CC(=O)[O-], CC(=O)[O-], COc1ccc(CN(Cc2ccc(OC)cc2)c2ncc(-c3nc(N4CCOCC4)nc4c3CCN4)cn2)cc1, CN(C)C=O, Clc1cc(I)ccn1, [K+], [K+], [K+], O, O=P([O-])([O-])[O-], [Pd+2], c1ccc(P(c2ccccc2)c2ccccc2)cc1. Yields the product COc1ccc(CN(Cc2ccc(OC)cc2)c2ncc(-c3nc(N4CCOCC4)nc4c3CCN4c3ccnc(Cl)c3)cn2)cc1. Reaction SMILES: [C:81]([O-:82])(=[O:83])[CH3:84].[C:86]([O-:87])(=[O:88])[CH3:89].[CH3:1][O:2][c:3]1[cH:4][cH:5][c:6]([CH2:7][N:8]([c:9]2[n:10][cH:11][c:12](-[c:15]3[c:16]4[c:17]([n:18][c:19]([N:21]5[CH2:22][CH2:23][O:24][CH2:25][CH2:26]5)[n:20]3)[NH:27][CH2:28][CH2:29]4)[cH:13][n:14]2)[CH2:30][c:31]2[cH:32][cH:33][c:34]([O:37][CH3:38])[cH:35][cH:36]2)[cH:39][cH:40]1.[CH3:76][N:77]([CH3:78])[CH:79]=[O:80].[Cl:41][c:42]1[n:43][cH:44][cH:45][c:46]([I:48])[cH:47]1.[K+:73].[K+:74].[K+:75].[OH2:90].[P:68]([O-:69])([O-:70])([O-:71])=[O:72].[Pd+2:85].[c:49]1([P:50]([c:51]2[cH:52][cH:53][cH:54][cH:55][cH:56]2)[c:57]2[cH:58][cH:59][cH:60][cH:61][cH:62]2)[cH:63][cH:64][cH:65][cH:66][cH:67]1>>[CH3:1][O:2][c:3]1[cH:4][cH:5][c:6]([CH2:7][N:8]([c:9]2[n:10][cH:11][c:12](-[c:15]3[c:16]4[c:17]([n:18][c:19]([N:21]5[CH2:22][CH2:23][O:24][CH2:25][CH2:26]5)[n:20]3)[N:27]([c:46]3[cH:45][cH:44][n:43][c:42]([Cl:41])[cH:47]3)[CH2:28][CH2:29]4)[cH:13][n:14]2)[CH2:30][c:31]2[cH:32][cH:33][c:34]([O:37][CH3:38])[cH:35][cH:36]2)[cH:39][cH:40]1. The reactants are CI (MeI), CC=1OC=C(N1)CC(=O)OC (methyl (2-methyl-1,3-oxazol-4-yl)acetate), CN(C)P(=O)(N(C)C)N(C)C (HMPA), [Li+].CC(C)[N-]C(C)C (LDA). Solvent: C1CCOC1 (THF). Conditions: temperature -78 celsius, time 30 minute. Yields the product CC=1OC=C(N1)C(C(=O)OC)C (methyl 2-(2-methyl-1,3-oxazol-4-yl)propanoate). As a reaction SMILES: [CH3:1][C:2]1[O:3][CH:4]=[C:5]([CH2:7][C:8]([O:10][CH3:11])=[O:9])[N:6]=1.[CH3:12]N(P(N(C)C)(N(C)C)=O)C.[Li+].CC([N-]C(C)C)C.CI>C1COCC1>[CH3:1][C:2]1[O:3][CH:4]=[C:5]([CH:7]([CH3:12])[C:8]([O:10][CH3:11])=[O:9])[N:6]=1 |f:2.3|. Procedure: To the intermediate from Step A (1.35 g, 8.71 mmol) and HMPA (6.24 g, 34.8 mmol) in 10 mL of THF at −78° C. was added dropwise a LDA solution (2.0 M, 5.22 mL, 10.5 mmol). The mixture was stirred at −78° C. for 30 min and MeI (1.48 g, 10.45 mmol) was added dropwise. The resulting mixture was slowly warmed to room temperature. The reaction was quenched with saturated aqueous NH4Cl solution and extracted with EtOAc. The organic phase was washed with brine, dried with MgSO4, and concentrated. The re... Reactants: NC[C@H]1CN(CCC1)C(=O)OC(C)(C)C ((S)-tert-butyl 3-(aminomethyl)piperidine-1-carboxylate), ClC1=NC(=CC2=NC=CN=C21)Cl (5,7-dichloropyrido[4,3-b]pyrazine), CCN(C(C)C)C(C)C (DIPEA). Run in C1CCOC1 (THF). Yields the product ClC1=CC2=NC=CN=C2C(=N1)NC[C@H]1CN(CCC1)C(=O)OC(C)(C)C ((S)-tert-butyl 3-((7-chloropyrido[4,3-b]pyrazin-5-ylamino)methyl)piperidine-1-carboxylate). RXN SMILES: [NH2:1][CH2:2][C@@H:3]1[CH2:8][CH2:7][CH2:6][N:5]([C:9]([O:11][C:12]([CH3:15])([CH3:14])[CH3:13])=[O:10])[CH2:4]1.Cl[C:17]1[C:26]2[C:21](=[N:22][CH:23]=[CH:24][N:25]=2)[CH:20]=[C:19]([Cl:27])[N:18]=1.CCN(C(C)C)C(C)C>C1COCC1>[Cl:27][C:19]1[N:18]=[C:17]([NH:1][CH2:2][C@@H:3]2[CH2:8][CH2:7][CH2:6][N:5]([C:9]([O:11][C:12]([CH3:15])([CH3:14])[CH3:13])=[O:10])[CH2:4]2)[C:26]2[C:21](=[N:22][CH:23]=[CH:24][N:25]=2)[CH:20]=1. Procedure details: A solution of (S)-tert-butyl 3-(aminomethyl)piperidine-1-carboxylate (100 mg, 0.5 mmol), 5,7-dichloropyrido[4,3-b]pyrazine (100 mg, 0.5 mmol) and DIPEA (77 mg, 0.6 mmol) in THF (5 mL) was stirred at room temperature for 4 hours. The volatiles were removed under reduced pressure, and the residue was treated with ethyl acetate, with brine, and concentrated to give the crude title compound. The reactants are C(C)(=O)O[BH-](OC(C)=O)OC(C)=O.[Na+] (Sodium triacetoxyborohydride), CC1CC(CNC1)C(=O)OC (methyl 5-methylpiperidine-3-carboxylate), FC1=C(C=O)C=CC=C1 (2-fluorobenzaldehyde). Reagents/catalysts: C(C)(=O)O (acetic acid). Run in ClCCl (dichloromethane). Conditions: time 15 minute. The product is FC1=C(CN2CC(CC(C2)C)C(=O)OC)C=CC=C1 (methyl 1-(2-fluorobenzyl)-5-methylpiperidine-3-carboxylate). Reaction SMILES: [CH3:1][CH:2]1[CH2:7][NH:6][CH2:5][CH:4]([C:8]([O:10][CH3:11])=[O:9])[CH2:3]1.[F:12][C:13]1[CH:20]=[CH:19][CH:18]=[CH:17][C:14]=1[CH:15]=O.C(O[BH-](OC(=O)C)OC(=O)C)(=O)C.[Na+]>C(O)(=O)C.ClCCl>[F:12][C:13]1[CH:20]=[CH:19][CH:18]=[CH:17][C:14]=1[CH2:15][N:6]1[CH2:7][CH:2]([CH3:1])[CH2:3][CH:4]([C:8]([O:10][CH3:11])=[O:9])[CH2:5]1 |f:2.3|. Procedure details: In a flask, dichloromethane (8 mL) and acetic acid (8 drops) was added to methyl 5-methylpiperidine-3-carboxylate (300 mg, 1.9 mmol) and 2-fluorobenzaldehyde (3.8 mmol). The reaction was stirred for 15 minutes. Sodium triacetoxyborohydride (1.6 g, 7.6 mmol) was added in one portion. The reaction was stirred overnight. The reaction was concentrated in vacuo and purified using prep LC/MS. Reactants: CC(C(=O)C1=CC=CC=C1)C(CC(=O)C1=CC=CC=C1)=O (2-methyl-1,5-diphenyl-1,3,5-pentanetrione), ClC1=C(N)C=CC(=C1C)Cl (2,4-dichloro-3-methylaniline), C1(=CC=C(C=C1)S(=O)(=O)O)C (para-toluenesulfonic acid), 5A. The solvent is ClC1=CC=CC=C1 (chlorobenzene). The product is ClC1=C(C=CC(=C1C)Cl)N1C(=C(C(C=C1C1=CC=CC=C1)=O)C)C1=CC=CC=C1 (2,4-dichloro-3-methylphenyl-3-methyl-2,6-diphenyl-4(1H)-pyridinone). RXN SMILES: [CH3:1][CH:2]([C:11](=[O:21])[CH2:12][C:13]([C:15]1[CH:20]=[CH:19][CH:18]=[CH:17][CH:16]=1)=O)[C:3]([C:5]1[CH:10]=[CH:9][CH:8]=[CH:7][CH:6]=1)=O.[Cl:22][C:23]1[C:29]([CH3:30])=[C:28]([Cl:31])[CH:27]=[CH:26][C:24]=1[NH2:25].C1(C)C=CC(S(O)(=O)=O)=CC=1>ClC1C=CC=CC=1>[Cl:22][C:23]1[C:29]([CH3:30])=[C:28]([Cl:31])[CH:27]=[CH:26][C:24]=1[N:25]1[C:13]([C:15]2[CH:20]=[CH:19][CH:18]=[CH:17][CH:16]=2)=[CH:12][C:11](=[O:21])[C:2]([CH3:1])=[C:3]1[C:5]1[CH:10]=[CH:9][CH:8]=[CH:7][CH:6]=1. Procedure: In 170 ml of chlorobenzene were dissolved 3.4 g (0.012 mole) of 2-methyl-1,5-diphenyl-1,3,5-pentanetrione and 10.6 g (0.06 mole) of 2,4-dichloro-3-methylaniline, followed by further addition of 4.1 g (0.022 mole) of para-toluenesulfonic acid and 35.0 g of Molecular Sieves 5A to the solution. After heating the reaction mixture under reflux for 2 hours, solid matter was removed from the reaction mixture, followed by an addition of 200 ml of chloroform. The resultant mixture was washed first with 1... Starting materials: C1(CC1)N1C=C(C(C2=CC(=C(C(=C12)F)N1CC(OCC1)CN(C)C)F)=O)C(=O)OCC (ethyl 1-cyclopropyl-6,8-difluoro-7-[2-(dimethylaminomethyl)morpholino]-1,4-dihydro-4-oxoquinoline-3-carboxylate), Cl (hydrochloric acid). The solvent is O (water), C(C)O (ethanol). The product is Cl.C1(CC1)N1C=C(C(C2=CC(=C(C(=C12)F)N1CC(OCC1)CN(C)C)F)=O)C(=O)O (1-cyclopropyl-6,8-difluoro-7-[2-(dimethylaminomethyl)morpholino]-1,4-dihydro-4-oxoquinoline-3-carboxylic acid.hydrochloride). The yield is 80.0%. As a reaction SMILES: [CH:1]1([N:4]2[C:13]3[C:8](=[CH:9][C:10]([F:25])=[C:11]([N:15]4[CH2:20][CH2:19][O:18][CH:17]([CH2:21][N:22]([CH3:24])[CH3:23])[CH2:16]4)[C:12]=3[F:14])[C:7](=[O:26])[C:6]([C:27]([O:29]CC)=[O:28])=[CH:5]2)[CH2:3][CH2:2]1.[ClH:32]>O.C(O)C>[ClH:32].[CH:1]1([N:4]2[C:13]3[C:8](=[CH:9][C:10]([F:25])=[C:11]([N:15]4[CH2:20][CH2:19][O:18][CH:17]([CH2:21][N:22]([CH3:24])[CH3:23])[CH2:16]4)[C:12]=3[F:14])[C:7](=[O:26])[C:6]([C:27]([OH:29])=[O:28])=[CH:5]2)[CH2:2][CH2:3]1 |f:4.5|. Procedure: A solution of 2.21 g of ethyl 1-cyclopropyl-6,8-difluoro-7-[2-(dimethylaminomethyl)morpholino]-1,4-dihydro-4-oxoquinoline-3-carboxylate and 5 ml of concentrated hydrochloric acid in 10 ml of water and 10 ml of ethanol is refluxed, for 2.5 hours. The resultant mixture is concentrated under reduced pressure and to the obtained crystals is added ethanol. The crystals are filtered off with suction, washed with ethanol and then dried to give 1.82 g of 1-cyclopropyl-6,8-difluoro-7-[2-(dimethylaminomet... Starting materials: C(C)(=O)Cl (acetyl chloride), stannic chloride, O1CCC=C1 (2,3-dihydrofuran), ice water. Solvent: C(Cl)Cl (methylene chloride), C(Cl)Cl (methylene chloride). Conditions: temperature 0 celsius, time 15 minute. Yields the product C(C)(=O)C=1C=CC2=C(CCO2)C1 (5-Acetyl-2,3-dihydrobenzofuran). Yield: 186.7%. Reaction SMILES: [C:1](Cl)(=[O:3])[CH3:2].[O:5]1[CH:9]=[CH:8][CH2:7][CH2:6]1>C(Cl)Cl>[C:1]([C:7]1[CH:8]=[CH:9][C:6]2[O:5][CH2:9][CH2:8][C:7]=2[CH:6]=1)(=[O:3])[CH3:2]. Procedure details: To a 0° C. solution of acetyl chloride (1.64 mL, 23.0 mmol, 1.3 equivalents) in methylene chloride (30 mL) was added stannic chloride (2.49 mL, 21.3 mmol, 1.2 equivalents), maintaining the temperature below 5° C. The solution was stirred 15 minutes at 0° C., and then a solution of 2,3-dihydrofuran (2.00 mL, 17.7 mmol) in methylene chloride (5 mL) was added dropwise while maintaining the temperature below 8° C. The dark red solution was stirred 1 hour at 2° C. and then poured into 50 mL of ice wa... Starting materials: CC(O)OCCNC(C)(C)C, C=O, CO. The product is CC(O)OCCN(C)C(C)(C)C. As a reaction SMILES: [C:1]([CH3:2])([CH3:3])([CH3:4])[NH:5][CH2:6][CH2:7][O:8][CH:9]([CH3:10])[OH:11].[CH2:12]=[O:13].[CH3:14][OH:15]>>[C:1]([CH3:2])([CH3:3])([CH3:4])[N:5]([CH2:6][CH2:7][O:8][CH:9]([CH3:10])[OH:11])[CH3:12]. The reactants are NC(CCSC)C(=O)O (DL-methionine), ice water, OC1(C(CCCC1)CC1=CC(=CC=C1)OC)C=1OC(=C(N1)C1=CC=CC=C1)C1=CC=CC=C1 (2-[(1RS,2SR)-1-hydroxy-2-[(3-methoxyphenyl)methyl]cyclohexyl]-4,5-diphenyloxazole), NC(CCSC)C(=O)O (DL-methionine). Run in CS(=O)(=O)O (methanesulfonic acid), CS(=O)(=O)O (methanesulfonic acid). Run at temperature 60 celsius, time 17 hour. The product is OC=1C=C(C=CC1)CC1CCCC=C1C=1OC(=C(N1)C1=CC=CC=C1)C1=CC=CC=C1 (2-[6-[(3-hydroxyphenyl)methyl]-1-cyclohexen-1-yl]-4,5-diphenyloxazole). The yield is 43.4%. Reaction SMILES: O[C:2]1([C:17]2[O:18][C:19]([C:28]3[CH:33]=[CH:32][CH:31]=[CH:30][CH:29]=3)=[C:20]([C:22]3[CH:27]=[CH:26][CH:25]=[CH:24][CH:23]=3)[N:21]=2)[CH2:7][CH2:6][CH2:5][CH2:4][CH:3]1[CH2:8][C:9]1[CH:14]=[CH:13][CH:12]=[C:11]([O:15]C)[CH:10]=1.NC(C(O)=O)CCSC>CS(O)(=O)=O>[OH:15][C:11]1[CH:10]=[C:9]([CH2:8][CH:3]2[C:2]([C:17]3[O:18][C:19]([C:28]4[CH:33]=[CH:32][CH:31]=[CH:30][CH:29]=4)=[C:20]([C:22]4[CH:23]=[CH:24][CH:25]=[CH:26][CH:27]=4)[N:21]=3)=[CH:7][CH2:6][CH2:5][CH2:4]2)[CH:14]=[CH:13][CH:12]=1. Reported procedure: A suspension of 2-[(1RS,2SR)-1-hydroxy-2-[(3-methoxyphenyl)methyl]cyclohexyl]-4,5-diphenyloxazole (2.23 g) and DL-methionine (7.56 g) in methanesulfonic acid (33.0 ml) was stirred at 60° C. for 17 hours, then another DL-methionine (7.56 g) and methanesulfonic acid (33.0 ml) was added thereto. The mixture was stirred at the same temperature for 23 hours and poured into ice-water. The resulting aqueous mixture was extracted three times with ethyl acetate. The extracts were combined, washed with so...